From a dataset of the Open Reaction Database (ORD), a public repository of structured organic reaction records. describe an organic reaction: reactants, conditions, products, and yield Reactants: C(C1=CC=CC=C1)C1=C(N=C(O1)C1=C(C=CC(=C1)F)F)C(C(C)(C)C)NC[C@@H]1CN(C[C@@H]1F)C(=O)OCC1=CC=CC=C1 ((±)-(3R,4R)-benzyl 3-((1-(5-benzyl-2-(2,5-difluorophenyl)oxazol-4-yl)-2,2-dimethylpropylamino)methyl)-4-fluoropyrrolidine-1-carboxylate), C(C)(C)N(C(C)C)CC (N,N-diisopropylethylamine), C(C)(=O)O[C@H](C(=O)Cl)C ((S)-1-Chloro-1-oxopropan-2-yl acetate). The solvent is ClCCl (dichloromethane). Run at time 2 hour. Yields the product C(C)(=O)O[C@H](C(=O)N([C@H](C(C)(C)C)C=1N=C(OC1CC1=CC=CC=C1)C1=C(C=CC(=C1)F)F)C[C@@H]1CN(C[C@@H]1F)C(=O)OCC1=CC=CC=C1)C ((3R,4R)-benzyl 3-(((S)-2-acetoxy-N-((R)-1-(5-benzyl-2-(2,5-difluorophenyl)oxazol-4-yl)-2,2-dimethylpropyl)propanamido)methyl)-4-fluoropyrrolidine-1-carboxylate). Isolated yield 17.0%. RXN SMILES: [CH2:1]([C:8]1[O:12][C:11]([C:13]2[CH:18]=[C:17]([F:19])[CH:16]=[CH:15][C:14]=2[F:20])=[N:10][C:9]=1[CH:21]([NH:26][CH2:27][C@H:28]1[C@@H:32]([F:33])[CH2:31][N:30]([C:34]([O:36][CH2:37][C:38]2[CH:43]=[CH:42][CH:41]=[CH:40][CH:39]=2)=[O:35])[CH2:29]1)[C:22]([CH3:25])([CH3:24])[CH3:23])[C:2]1[CH:7]=[CH:6][CH:5]=[CH:4][CH:3]=1.C(N(CC)C(C)C)(C)C.[C:53]([O:56][C@@H:57]([CH3:61])[C:58](Cl)=[O:59])(=[O:55])[CH3:54]>ClCCl>[C:53]([O:56][C@@H:57]([CH3:61])[C:58]([N:26]([CH2:27][C@H:28]1[C@@H:32]([F:33])[CH2:31][N:30]([C:34]([O:36][CH2:37][C:38]2[CH:39]=[CH:40][CH:41]=[CH:42][CH:43]=2)=[O:35])[CH2:29]1)[C@@H:21]([C:9]1[N:10]=[C:11]([C:13]2[CH:18]=[C:17]([F:19])[CH:16]=[CH:15][C:14]=2[F:20])[O:12][C:8]=1[CH2:1][C:2]1[CH:7]=[CH:6][CH:5]=[CH:4][CH:3]=1)[C:22]([CH3:25])([CH3:24])[CH3:23])=[O:59])(=[O:55])[CH3:54]. Procedure: To a solution of (±)-(3R,4R)-benzyl 3-((1-(5-benzyl-2-(2,5-difluorophenyl)oxazol-4-yl)-2,2-dimethylpropylamino)methyl)-4-fluoropyrrolidine-1-carboxylate (37 mg, 0.063 mmol) in dichloromethane (0.63 mL, 0.1 M solution) at room temperature was added N,N-diisopropylethylamine (55 μL, 0.313 mmol). (S)-1-Chloro-1-oxopropan-2-yl acetate (15.8 μL, 0.125 mmol) was then added dropwise over 2 min. The resulting solution was stirred at room temperature for 2 h. The reaction mixture was quenched with satura... Reactants: Brc1cccs1, C1CCOC1, CCOCC, CN1CCC(COC(=O)C(=O)c2cccs2)CC1, [Cl-], I, [Mg], [NH4+]. Product: CN1CCC(COC(=O)C(O)(c2cccs2)c2cccs2)CC1. As a reaction SMILES: [Br:1][c:2]1[s:3][cH:4][cH:5][cH:6]1.[CH2:29]1[O:30][CH2:31][CH2:32][CH2:33]1.[CH2:34]([O:35][CH2:36][CH3:37])[CH3:38].[CH3:9][N:10]1[CH2:11][CH2:12][CH:13]([CH2:16][O:17][C:18]([C:19]([c:20]2[s:21][cH:22][cH:23][cH:24]2)=[O:25])=[O:26])[CH2:14][CH2:15]1.[Cl-:27].[I:8].[Mg:7].[NH4+:28]>>[c:2]1([C:19]([C:18]([O:17][CH2:16][CH:13]2[CH2:12][CH2:11][N:10]([CH3:9])[CH2:15][CH2:14]2)=[O:26])([c:20]2[s:21][cH:22][cH:23][cH:24]2)[OH:25])[s:3][cH:4][cH:5][cH:6]1. The reactants are CC(=O)O, [Fe], CS(=O)(=O)N(CC1CN(S(=O)(=O)c2ccc([N+](=O)[O-])s2)CCN1c1ncc(C(O)(C(F)(F)F)C(F)(F)F)cn1)c1ccccc1, [Na+], O=C([O-])O. The product is CS(=O)(=O)N(CC1CN(S(=O)(=O)c2ccc(N)s2)CCN1c1ncc(C(O)(C(F)(F)F)C(F)(F)F)cn1)c1ccccc1. RXN SMILES: [CH3:52][C:53](=[O:54])[OH:55].[Fe:51].[N+:1]([O-:2])(=[O:3])[c:4]1[cH:5][cH:6][c:7]([S:9](=[O:10])(=[O:11])[N:12]2[CH2:13][CH:14]([CH2:34][N:35]([S:36](=[O:37])(=[O:38])[CH3:39])[c:40]3[cH:41][cH:42][cH:43][cH:44][cH:45]3)[N:15]([c:18]3[n:19][cH:20][c:21]([C:24]([C:25]([F:26])([F:27])[F:28])([C:29]([F:30])([F:31])[F:32])[OH:33])[cH:22][n:23]3)[CH2:16][CH2:17]2)[s:8]1.[Na+:50].[O-:46][C:47]([OH:48])=[O:49]>>[NH2:1][c:4]1[cH:5][cH:6][c:7]([S:9](=[O:10])(=[O:11])[N:12]2[CH2:13][CH:14]([CH2:34][N:35]([S:36](=[O:37])(=[O:38])[CH3:39])[c:40]3[cH:41][cH:42][cH:43][cH:44][cH:45]3)[N:15]([c:18]3[n:19][cH:20][c:21]([C:24]([C:25]([F:26])([F:27])[F:28])([C:29]([F:30])([F:31])[F:32])[OH:33])[cH:22][n:23]3)[CH2:16][CH2:17]2)[s:8]1. Reactants: O1C(=CC=C1)C=1OC(=C(N1)COC1=C(C=C(COC2=NN(C(=C2)C=O)C2=CC=CC=C2)C=C1)OC)C (3-[(4-{[2-(2-furyl)-5-methyl-1,3-oxazol-4-yl]methoxy}-3-methoxybenzyl)oxy]-1-phenyl-1H-pyrazole-5-carbaldehyde), C(P(OCC)(OCC)=O)P(OCC)(OCC)=O (tetraethyl methylenediphosphonate), CN(C=O)C (N,N-dimethylformamide), [H-].[Na+] (sodium hydride). The solvent is O (water). Run at time 1 hour. The product is O1C(=CC=C1)C=1OC(=C(N1)COC1=C(C=C(COC2=NN(C(=C2)/C=C/P(OCC)(OCC)=O)C2=CC=CC=C2)C=C1)OC)C (diethyl (E)-2-{3-[(4-{[2-(2-furyl)-5-methyl-1,3-oxazol-4-yl]methoxy}-3-methoxybenzyl)oxy]-1-phenyl-1H-pyrazol-5-yl}ethenylphosphonate). Yield: 67.4%. Reaction SMILES: [O:1]1[CH:5]=[CH:4][CH:3]=[C:2]1[C:6]1[O:7][C:8]([CH3:36])=[C:9]([CH2:11][O:12][C:13]2[CH:33]=[CH:32][C:16]([CH2:17][O:18][C:19]3[CH:23]=[C:22]([CH:24]=O)[N:21]([C:26]4[CH:31]=[CH:30][CH:29]=[CH:28][CH:27]=4)[N:20]=3)=[CH:15][C:14]=2[O:34][CH3:35])[N:10]=1.[CH2:37]([P:46](=[O:53])([O:50][CH2:51][CH3:52])[O:47][CH2:48][CH3:49])P(=O)(OCC)OCC.CN(C)C=O.[H-].[Na+]>O>[O:1]1[CH:5]=[CH:4][CH:3]=[C:2]1[C:6]1[O:7][C:8]([CH3:36])=[C:9]([CH2:11][O:12][C:13]2[CH:33]=[CH:32][C:16]([CH2:17][O:18][C:19]3[CH:23]=[C:22](/[CH:24]=[CH:37]/[P:46](=[O:53])([O:47][CH2:48][CH3:49])[O:50][CH2:51][CH3:52])[N:21]([C:26]4[CH:27]=[CH:28][CH:29]=[CH:30][CH:31]=4)[N:20]=3)=[CH:15][C:14]=2[O:34][CH3:35])[N:10]=1 |f:3.4|. Reported procedure: To a mixture of 3-[(4-{[2-(2-furyl)-5-methyl-1,3-oxazol-4-yl]methoxy}-3-methoxybenzyl)oxy]-1-phenyl-1H-pyrazole-5-carbaldehyde (0.50 g), tetraethyl methylenediphosphonate (0.32 g) and N,N-dimethylformamide (10 mL) was added sodium hydride (60% in oil, 0.05 g) at room temperature, and the mixture was stirred at the same temperature for 1 hr. The reaction mixture was poured into water and the mixture was extracted with ethyl acetate. The organic layer was washed with saturated brine, dried over an... The reactants are FC(OC=1C=C(C(=O)Cl)C=CC1)(F)F (3-trifluoromethoxybenzoyl chloride), C(C1=CC=CC=C1)NC(=O)C1=C(N=C(S1)N)C (2-amino-4-methylthiazole-5-carboxylic acid benzylamide). Yields the product C(C1=CC=CC=C1)NC(=O)C1=C(N=C(S1)NC(C1=CC(=CC=C1)OC(F)(F)F)=O)C (4-Methyl-2-(3-trifluoromethoxybenzoylamino)thiazole-5-carboxylic Acid Benzylamide). Yield: 28.0%. As a reaction SMILES: [F:1][C:2]([F:14])([F:13])[O:3][C:4]1[CH:5]=[C:6]([CH:10]=[CH:11][CH:12]=1)[C:7](Cl)=[O:8].[CH2:15]([NH:22][C:23]([C:25]1[S:29][C:28]([NH2:30])=[N:27][C:26]=1[CH3:31])=[O:24])[C:16]1[CH:21]=[CH:20][CH:19]=[CH:18][CH:17]=1>>[CH2:15]([NH:22][C:23]([C:25]1[S:29][C:28]([NH:30][C:7](=[O:8])[C:6]2[CH:10]=[CH:11][CH:12]=[C:4]([O:3][C:2]([F:14])([F:13])[F:1])[CH:5]=2)=[N:27][C:26]=1[CH3:31])=[O:24])[C:16]1[CH:21]=[CH:20][CH:19]=[CH:18][CH:17]=1. Procedure: Following the procedure as described in Example 2, making variations only as required to use 3-trifluoromethoxybenzoyl chloride in place of benzoyl chloride to react with 2-amino-4-methylthiazole-5-carboxylic acid benzylamide, the title compound was obtained as a white solid in 28% yield; m.p. 230-232° C.; 1H NMR (CDCl3, 300 MHz) δ 7.78 (d, J=7.8 Hz, 1H), 7.76 (s, 1H), 7.54-7.24 (m, 7H), 6.00 (t, J=4.8 Hz, 1H), 4.58 (d, J=5.6 Hz, 2H), 2.38 (s, 3H); MS (ES+) m/z 436.1 (M+1).